From a dataset of the Open Reaction Database (ORD), a public repository of structured organic reaction records. describe an organic reaction: reactants, conditions, products, and yield Reactants: FC1=C2C(N(C(=NC2=CC=C1)[C@H](CC)NC1=C2N=CNC2=NC=N1)C1=CC=CC=C1)=O ((S)-5-fluoro-3-phenyl-2-[1-(9H-purin-6-ylamino)-propyl]-3H-quinazolin-4-one), FC1=C(N)C(=CC=C1)F (2,6-difluoroaniline), NC1=CC=CC=C1 (aniline), [N+](=O)([O-])C1=C(C(=O)O)C=C(C=C1)C (2-nitro-5-methylbenzoic acid), FC1=C(C(=O)O)C(=CC=C1)[N+](=O)[O-] (2-fluoro-6-nitrobenzoic acid). Product: FC1=C(C(=CC=C1)F)NC(C1=C(C=CC=C1[N+](=O)[O-])C)=O (N-(2,6-difluoro-phenyl)-2-methyl-6-nitro-benzamide). As a reaction SMILES: F[C:2]1C=CC=C2C=1C(=O)N(C1C=CC=CC=1)C([C@@H](NC1N=CN=C3C=1N=CN3)CC)=N2.[N+:32]([C:35]1[CH:43]=[CH:42][C:41](C)=[CH:40][C:36]=1[C:37]([OH:39])=O)([O-:34])=[O:33].FC1C=CC=C([N+]([O-])=O)C=1C(O)=O.[F:58][C:59]1[CH:65]=[CH:64][CH:63]=[C:62]([F:66])[C:60]=1[NH2:61].NC1C=CC=CC=1>>[F:58][C:59]1[CH:65]=[CH:64][CH:63]=[C:62]([F:66])[C:60]=1[NH:61][C:37](=[O:39])[C:36]1[C:35]([N+:32]([O-:34])=[O:33])=[CH:43][CH:42]=[CH:41][C:40]=1[CH3:2]. Reported procedure: Compound 118a was prepared following the preparation procedure described above with respect to compound 107, but 2-nitro-5-methylbenzoic acid was substituted for 2-fluoro-6-nitrobenzoic acid and 2,6-difluoroaniline was substituted for aniline. The reactants are BrB(Br)Br, O=C([O-])O, COc1ccc(-c2cc(-c3ccc4c(c3)CCC4=O)c(-c3ccncc3)o2)cc1, ClCCl, [Na+]. Yields the product O=C1CCc2cc(-c3cc(-c4ccc(O)cc4)oc3-c3ccncc3)ccc21. Reaction SMILES: [B:30]([Br:31])([Br:32])[Br:33].[C:34](=[O:35])([OH:36])[O-:37].[CH3:1][O:2][c:3]1[cH:4][cH:5][c:6](-[c:9]2[cH:10][c:11](-[c:20]3[cH:21][c:22]4[c:26]([cH:27][cH:28]3)[C:25](=[O:29])[CH2:24][CH2:23]4)[c:12](-[c:14]3[cH:15][cH:16][n:17][cH:18][cH:19]3)[o:13]2)[cH:7][cH:8]1.[Cl:39][CH2:40][Cl:41].[Na+:38]>>[OH:2][c:3]1[cH:4][cH:5][c:6](-[c:9]2[cH:10][c:11](-[c:20]3[cH:21][c:22]4[c:26]([cH:27][cH:28]3)[C:25](=[O:29])[CH2:24][CH2:23]4)[c:12](-[c:14]3[cH:15][cH:16][n:17][cH:18][cH:19]3)[o:13]2)[cH:7][cH:8]1. Reactants: C(C)OC([C@H](CC1=CC=CC=C1)NC(C(C1=CC=CC=C1)NC(=O)OC(C)(C)C)=O)=O (2-(S)-(2-tert-butoxycarbonylamino-2-phenyl-acetylamino)-3-phenyl-propionic acid ethyl ester), O1CCCC1.O (tetrahydrofuran water), O.[OH-].[Li+] (lithium hydroxide monohydrate), Cl (hydrochloric acid). The solvent is [Cl-].[Na+].O (brine), O (water). Run at time 5 hour. Product: C(C)(C)(C)OC(=O)NC(C(=O)N[C@H](C(=O)O)CC1=CC=CC=C1)C1=CC=CC=C1 (2-(S)-(2-tert-butoxycarbonylamino-2-phenyl-acetylamino)-3-phenyl-propionic acid). Yield: 102.4%. As a reaction SMILES: C([O:3][C:4](=[O:31])[C@@H:5]([NH:13][C:14](=[O:30])[CH:15]([NH:22][C:23]([O:25][C:26]([CH3:29])([CH3:28])[CH3:27])=[O:24])[C:16]1[CH:21]=[CH:20][CH:19]=[CH:18][CH:17]=1)[CH2:6][C:7]1[CH:12]=[CH:11][CH:10]=[CH:9][CH:8]=1)C.O1CCCC1.O.O.[OH-].[Li+].Cl>[Cl-].[Na+].O.O>[C:26]([O:25][C:23]([NH:22][CH:15]([C:16]1[CH:17]=[CH:18][CH:19]=[CH:20][CH:21]=1)[C:14]([NH:13][C@@H:5]([CH2:6][C:7]1[CH:8]=[CH:9][CH:10]=[CH:11][CH:12]=1)[C:4]([OH:31])=[O:3])=[O:30])=[O:24])([CH3:29])([CH3:27])[CH3:28] |f:1.2,3.4.5,7.8.9|. Reported procedure: To a solution of 2-(S)-(2-tert-butoxycarbonylamino-2-phenyl-acetylamino)-3-phenyl-propionic acid ethyl ester (≈20 mmol) in 3:1 v/v tetrahydrofuran/water (80 mL total) was added lithium hydroxide monohydrate (1.06 g, 25.3 mmol) and the mixture was stirred at ambient temperature for 5 hours. The reaction mixture was poured into water (300 mL), diluted with brine (100 mL), acidified with 1M aqueous hydrochloric acid (30 mL, 30 mmol) and extracted with ethyl acetate (3×100 mL). the combined organic ... Reactants: ClC1=CC=2N(C=C1)C(=CN2)I (7-Chloro-3-iodo-imidazo[1,2-a]pyridine), CC1(OB(OC1(C)C)C=1C=C(C=CC1)NC(=O)NCC(F)(F)F)C (1-[3-(4,4,5,5-Tetramethyl-[1,3,2]dioxaborolan-2-yl)-phenyl]-3-(2,2,2-trifluoro-ethyl)-urea), [O-]P(=O)([O-])[O-].[K+].[K+].[K+] (K3PO4). Reagents/catalysts: [Pd](Cl)Cl.C1(=CC=CC=C1)P([C-]1C=CC=C1)C1=CC=CC=C1.[C-]1(C=CC=C1)P(C1=CC=CC=C1)C1=CC=CC=C1.[Fe+2] (1,1′-bis(diphenylphosphino)ferrocene palladium (II) chloride). The solvent is O1CCOCC1 (1,4-dioxane), O (water). Reaction conditions: temperature 80 celsius. The product is ClC1=CC=2N(C=C1)C(=CN2)C=2C=C(C=CC2)NC(=O)NCC(F)(F)F (1-[3-(7-Chloroimidazo[1,2-a]pyridin-3-yl)phenyl]-3-(2,2,2-trifluoroethyl)urea). Isolated yield 65.7%. Reaction SMILES: [Cl:1][C:2]1[CH:7]=[CH:6][N:5]2[C:8](I)=[CH:9][N:10]=[C:4]2[CH:3]=1.CC1(C)C(C)(C)OB([C:20]2[CH:21]=[C:22]([NH:26][C:27]([NH:29][CH2:30][C:31]([F:34])([F:33])[F:32])=[O:28])[CH:23]=[CH:24][CH:25]=2)O1.[O-]P([O-])([O-])=O.[K+].[K+].[K+]>O1CCOCC1.O.[Pd](Cl)Cl.C1(P(C2C=CC=CC=2)[C-]2C=CC=C2)C=CC=CC=1.[C-]1(P(C2C=CC=CC=2)C2C=CC=CC=2)C=CC=C1.[Fe+2]>[Cl:1][C:2]1[CH:7]=[CH:6][N:5]2[C:8]([C:24]3[CH:23]=[C:22]([NH:26][C:27]([NH:29][CH2:30][C:31]([F:32])([F:33])[F:34])=[O:28])[CH:21]=[CH:20][CH:25]=3)=[CH:9][N:10]=[C:4]2[CH:3]=1 |f:2.3.4.5,8.9.10.11|. Procedure details: To a solution of 7-Chloro-3-iodo-imidazo[1,2-a]pyridine (15.17 g, 54.5 mmol) in 1,4-dioxane (260 ml) was added 1-[3-(4,4,5,5-Tetramethyl-[1,3,2]dioxaborolan-2-yl)-phenyl]-3-(2,2,2-trifluoro-ethyl)-urea (22.5 g, 65.4 mmol) and aqueous K3PO4 (23.1 g in 65 ml H2O, 109 mmol) [reaction degassed by bubbling N2 through] followed by 1,1′-bis(diphenylphosphino)ferrocene palladium (II) chloride (1.99 g, 2.72 mmol). The mixture was heated at 80° C. overnight, then diluted with water and extracted with EtOA... The reactants are CC(=O)O[C@@H]1C[C@]2([C@@H](CC[C@@H]2O)C3=C1[C@@]4(C=5C(=COC5C3=O)C(=O)O[C@@H]4COC)C)C (17-hydroxywortmannin), CN(CCCNC)C (N,N,N′-trimethyl-1,3-propanediamine). Reaction conditions: time 8 hour. Procedure: To a solution of 50 mg (0.12 mmol) 17-hydroxywortmannin in 0.5 mL CH2Cl2 is added 27.9 mg (0.24 mmol) N,N,N′-trimethyl-1,3-propanediamine. The reaction mixture is stirred at room temperature overnight. CH2Cl2 is removed in vacuo. The residue is triturated with Et2O to give 24 mg (36.6%) product as an orange powder. MS (ESI) m/z 547.3 (M+1). Reaction SMILES: [CH3:1][C:2]([O:4][C@H:5]1[C:14]2[C@@:15]3([CH3:30])[C@@H:26]([CH2:27][O:28][CH3:29])[O:25][C:23](=[O:24])[C:17]4=[CH:18][O:19][C:20]([C:21](=[O:22])[C:13]=2[C@@H:8]2[CH2:9][CH2:10][C@H:11]([OH:12])[C@@:7]2([CH3:31])[CH2:6]1)=[C:16]34)=[O:3].[CH3:32][N:33]([CH3:39])[CH2:34][CH2:35][CH2:36][NH:37][CH3:38]>C(Cl)Cl>[C:2]([O:4][C@H:5]1[C:14]2[C@:15]3([CH3:30])[C:16](/[C:17](=[CH:18]\[N:37]([CH2:36][CH2:35][CH2:34][N:33]([CH3:39])[CH3:32])[CH3:38])/[C:23](=[O:24])[O:25][C@@H:26]3[CH2:27][O:28][CH3:29])=[C:20]([OH:19])[C:21](=[O:22])[C:13]=2[CH:8]2[C@@:7]([CH3:31])([C@@H:11]([OH:12])[CH2:10][CH2:9]2)[CH2:6]1)(=[O:3])[CH3:1]. Yield: 36.6%. The solvent is C(Cl)Cl (CH2Cl2). Yields the product C(C)(=O)O[C@@H]1C[C@@]2([C@H](CCC2C=2C(C(=C3\C(\C(O[C@@H]([C@@]3(C21)C)COC)=O)=C/N(C)CCCN(C)C)O)=O)O)C ((1E,4S,4aR,5R,6aS,7S)-1-{[[3-(dimethylamino)propyl](methyl)amino]methylene}-7,11-dihydroxy-4-(methoxymethyl)-4a,6a-dimethyl-2,10-dioxo-1,2,4,4a,5,6,6a,7,8,9,9a,10-dodecahydroindeno[4,5-h]isochromen-5-yl acetate). The reactants are C(C)(=O)OC(C)=O (acetic anhydride), C(N)(=O)NC1=CC=NN1CCO (5-Carbamoylamino-1-(2-hydroxyethyl)pyrazole). The solvent is C(=O)O (Formic acid). Run at time 30 minute. Product: C(N)(=O)NC1=CC=NN1CCOC=O (5-carbamoylamino-1-(2-formyloxyethyl)pyrazole). RXN SMILES: [C:1]([O:4][C:5](=O)[CH3:6])(=[O:3])C.[C:8]([NH:11][C:12]1[N:16](CCO)[N:15]=[CH:14][CH:13]=1)(=[O:10])[NH2:9]>C(O)=O>[C:8]([NH:11][C:12]1[N:16]([CH2:6][CH2:5][O:4][CH:1]=[O:3])[N:15]=[CH:14][CH:13]=1)(=[O:10])[NH2:9]. Reported procedure: Formic acid (2.09 ml) was added to acetic anhydride (4.17 ml) at room temperature and the mixture was stirred for 30 minutes at the same temperature. 5-Carbamoylamino-1-(2-hydroxyethyl)pyrazole (3.76 g) was added thereto under stirring and ice-cooling. The mixture was stirred for 2 hours at room temperature. The reaction mixture was evaporated in vacuo and diisopropyl ether was added thereto to give 5-carbamoylamino-1-(2-formyloxyethyl)pyrazole (4.15 g). Reactants: C(C)OC(=O)C1=NN(C(=C1CSC=1NC=CN1)Br)C1=CC=CC=C1 (Ethyl-5-bromo-4-[(1H-imidazol-2ylthio) methyl]-1-phenyl-1H-pyrazole-3-carboxylate), CN(CC(=O)O)C (N,N-dimethylglycine), C(=O)([O-])[O-].[K+].[K+] (K2CO3). Solvent: CS(=O)C (DMSO), C(Cl)Cl (DCM). Run at temperature 180 celsius. The product is C1(=CC=CC=C1)N1N=C(C2=C1N1C(SC2)=NC=C1)C(=O)OCC (Ethyl 1-phenyl-1,4-dihydroimidazo[2,1-b]pyrazolo[3,4-d][1,3]thiazine-3-carboxylate). Reaction SMILES: [CH2:1]([O:3][C:4]([C:6]1[C:10]([CH2:11][S:12][C:13]2[NH:14][CH:15]=[CH:16][N:17]=2)=[C:9](Br)[N:8]([C:19]2[CH:24]=[CH:23][CH:22]=[CH:21][CH:20]=2)[N:7]=1)=[O:5])[CH3:2].CN(C)CC(O)=O.C([O-])([O-])=O.[K+].[K+]>CS(C)=O.C(Cl)Cl>[C:19]1([N:8]2[C:9]3[N:17]4[CH:16]=[CH:15][N:14]=[C:13]4[S:12][CH2:11][C:10]=3[C:6]([C:4]([O:3][CH2:1][CH3:2])=[O:5])=[N:7]2)[CH:24]=[CH:23][CH:22]=[CH:21][CH:20]=1 |f:2.3.4|. Reported procedure: Ethyl-5-bromo-4-[(1H-imidazol-2ylthio) methyl]-1-phenyl-1H-pyrazole-3-carboxylate (0.3 g, 0.74 mmol, 1 eq), Cul (14 mg, 0.074 mmol, 0.1 eq), N,N-dimethylglycine (15 mg, 0.147 mmol, 0.2 eq), K2CO3 (0.2 g, 1.47 mmol, 2 eq) are taken in DMSO (6 mL) heated at 180° C. for 0.5 h under microwave irradiation. The reaction mixture is diluted with DCM and filtered through a pad of celite. The filtrate is partitioned between DCM and water. The organic layer is washed with brine, dried over Na2SO4 and conce... The reactants are CC(C)(CC=CC(=O)O)NC(=O)OC(C)(C)C, ClCCl, CCN=C=NCCCN(C)C, CCN(C(C)C)C(C)C, Cl, CNC(=O)C(Cc1ccccc1F)N(C)C(=O)C(Cc1ccc2ccccc2c1)NC, On1nnc2cccnc21. Product: CNC(=O)C(Cc1ccccc1F)N(C)C(=O)C(Cc1ccc2ccccc2c1)N(C)C(=O)C=CCC(C)(C)NC(=O)OC(C)(C)C. As a reaction SMILES: [C:1]([CH3:2])([CH3:3])([CH3:4])[O:5][C:6](=[O:7])[NH:8][C:9]([CH2:10][CH:11]=[CH:12][C:13](=[O:14])[OH:15])([CH3:16])[CH3:17].[CH2:80]([Cl:81])[Cl:82].[CH3:29][N:30]([CH3:31])[CH2:32][CH2:33][CH2:34][N:35]=[C:36]=[N:37][CH2:38][CH3:39].[CH:71]([N:72]([CH:73]([CH3:74])[CH3:75])[CH2:76][CH3:77])([CH3:78])[CH3:79].[ClH:28].[F:40][c:41]1[c:42]([CH2:47][CH:48]([C:49]([NH:50][CH3:51])=[O:52])[N:53]([C:54]([CH:55]([CH2:56][c:57]2[cH:58][c:59]3[cH:60][cH:61][cH:62][cH:63][c:64]3[cH:65][cH:66]2)[NH:67][CH3:68])=[O:69])[CH3:70])[cH:43][cH:44][cH:45][cH:46]1.[OH:18][n:19]1[c:20]2[n:21][cH:22][cH:23][cH:24][c:25]2[n:26][n:27]1>>[C:1]([CH3:2])([CH3:3])([CH3:4])[O:5][C:6](=[O:7])[NH:8][C:9]([CH2:10][CH:11]=[CH:12][C:13](=[O:15])[N:67]([CH:55]([C:54]([N:53]([CH:48]([CH2:47][c:42]1[c:41]([F:40])[cH:46][cH:45][cH:44][cH:43]1)[C:49]([NH:50][CH3:51])=[O:52])[CH3:70])=[O:69])[CH2:56][c:57]1[cH:58][c:59]2[cH:60][cH:61][cH:62][cH:63][c:64]2[cH:65][cH:66]1)[CH3:68])([CH3:16])[CH3:17]. Starting materials: COC=1C=C2C(=NC=NC2=CC1OC)Cl (6,7-dimethoxy-4-chloro-quinazoline), C(CCC)NC(NN)=O (4-n-butyl-semicarbazide). The solvent is CCCCCO (n-amyl alcohol). Yields the product Cl.C(CCC)NNC(=O)NC1=NC=NC2=CC(=C(C=C12)OC)OC (1-n-Butyl-4-(6,7-dimethoxyquinazol-4-yl)-semicarbazide hydrochloride), C(CCC)N(C(NN)=O)C1=NC=NC2=CC(=C(C=C12)OC)OC (4-n-butyl-4-(6,7-dimethoxyquinazol-4-yl)-semi-carbazide). As a reaction SMILES: [CH3:1][O:2][C:3]1[CH:4]=[C:5]2[C:10](=[CH:11][C:12]=1[O:13][CH3:14])[N:9]=[CH:8][N:7]=[C:6]2[Cl:15].[CH2:16]([NH:20][C:21](=[O:24])[NH:22][NH2:23])[CH2:17][CH2:18][CH3:19]>CCCCCO>[ClH:15].[CH2:4]([NH:23][NH:22][C:21]([NH:20][C:6]1[C:5]2[C:10](=[CH:11][C:12]([O:13][CH3:14])=[C:3]([O:2][CH3:1])[CH:4]=2)[N:9]=[CH:8][N:7]=1)=[O:24])[CH2:3][CH2:12][CH3:11].[CH2:16]([N:20]([C:6]1[C:5]2[C:10](=[CH:11][C:12]([O:13][CH3:14])=[C:3]([O:2][CH3:1])[CH:4]=2)[N:9]=[CH:8][N:7]=1)[C:21](=[O:24])[NH:22][NH2:23])[CH2:17][CH2:18][CH3:19] |f:3.4|. Procedure: 3 g of 6,7-dimethoxy-4-chloro-quinazoline were stirred with 3.5 g of 4-n-butyl-semicarbazide in 100 ml of n-amyl alcohol for 2 hours at 100° C. Then, the precipitate which had formed was suction-filtered off, suspended while in hot ethanol and brought to pH 5 by the addition of 2N hydrochloric acid. The clear solution was filtered through charcoal, cooled, suction-filtered and dried in a circulating air drier. The hydrochloride of 4-n-butyl-4-(6,7-dimethoxyquinazol-4-yl)-semi-carbazide, which wa...